This data is from the Open Reaction Database (ORD), a public repository of structured organic reaction records. The task is: describe an organic reaction: reactants, conditions, products, and yield Starting materials: CO, CCCCCC, COC(=O)c1ccc(CCOCCCCCCNCC(O)c2cc(Cl)c(N)c(Cl)c2)s1, [Na+], [OH-]. Yields the product Nc1c(Cl)cc(C(O)CNCCCCCCOCCc2ccc(C(=O)O)s2)cc1Cl. RXN SMILES: [CH3:34][OH:35].[CH3:36][CH2:37][CH2:38][CH2:39][CH2:40][CH3:41].[NH2:1][c:2]1[c:3]([Cl:31])[cH:4][c:5]([CH:9]([CH2:10][NH:11][CH2:12][CH2:13][CH2:14][CH2:15][CH2:16][CH2:17][O:18][CH2:19][CH2:20][c:21]2[cH:22][cH:23][c:24]([C:26](=[O:27])[O:28][CH3:29])[s:25]2)[OH:30])[cH:6][c:7]1[Cl:8].[Na+:33].[OH-:32]>>[NH2:1][c:2]1[c:3]([Cl:31])[cH:4][c:5]([CH:9]([CH2:10][NH:11][CH2:12][CH2:13][CH2:14][CH2:15][CH2:16][CH2:17][O:18][CH2:19][CH2:20][c:21]2[cH:22][cH:23][c:24]([C:26](=[O:27])[OH:28])[s:25]2)[OH:30])[cH:6][c:7]1[Cl:8].